describe an organic reaction: reactants, conditions, products, and yield From a dataset of the Open Reaction Database (ORD), a public repository of structured organic reaction records. As a reaction SMILES: [NH:1]1[C:9]2[C:4](=[N:5][CH:6]=[CH:7][CH:8]=2)[CH:3]=[C:2]1[C:10](OC)=[O:11]>[O-2].[Mn+2]>[NH:1]1[C:9]2[C:4](=[N:5][CH:6]=[CH:7][CH:8]=2)[CH:3]=[C:2]1[CH:10]=[O:11] |f:1.2|. Product: N1C(=CC2=NC=CC=C21)C=O (1H-Pyrrolo[3,2-b]pyridin-2-carboxaldehyde). Procedure: This was prepared from methyl 1H-pyrrolo[3,2-b]pyridin-2-carboxylate (0.1 g) and amine (1d) by the method of Example 16c, (except that the alcohol was stirred with manganese (II) oxide overnight) and used without purification. Starting materials: N1C(=CC2=NC=CC=C21)C(=O)OC (methyl 1H-pyrrolo[3,2-b]pyridin-2-carboxylate), amine, alcohol. Reagents/catalysts: [O-2].[Mn+2] (manganese (II) oxide). The reactants are COC(=O)c1[nH]cnc1Br, CO, Cl, [Na+], [OH-]. Product: O=C(O)c1[nH]cnc1Br. Reaction SMILES: [Br:1][c:2]1[n:3][cH:4][nH:5][c:6]1[C:7](=[O:8])[O:9][CH3:10].[CH3:14][OH:15].[ClH:13].[Na+:12].[OH-:11]>>[Br:1][c:2]1[n:3][cH:4][nH:5][c:6]1[C:7](=[O:8])[OH:9]. Starting materials: Cl (hydrochloric acid), C(C=C)Br (allyl bromide), [OH-].[K+] (potassium hydroxide), OC1=C(C(=O)OC)C=CC(=C1C=O)OC (methyl 2-hydroxy-3-formyl-4-methoxybenzoate). Solvent: CS(=O)C (dimethyl sulfoxide). Run at time 4 hour. Product: C(C=C)OC1=C(C(=O)OC)C=CC(=C1C=O)OC (methyl 2-allyloxy-3-formyl-4-methoxybenzoate). The yield is 32.1%. RXN SMILES: [CH2:1](Br)[CH:2]=[CH2:3].[OH-].[K+].[OH:7][C:8]1[C:17]([CH:18]=[O:19])=[C:16]([O:20][CH3:21])[CH:15]=[CH:14][C:9]=1[C:10]([O:12][CH3:13])=[O:11].Cl>CS(C)=O>[CH2:1]([O:7][C:8]1[C:17]([CH:18]=[O:19])=[C:16]([O:20][CH3:21])[CH:15]=[CH:14][C:9]=1[C:10]([O:12][CH3:13])=[O:11])[CH:2]=[CH2:3] |f:1.2|. Reported procedure: At room temperature, 23.2 g (0.192 mol) of allyl bromide were added dropwise to a mixture of 21.0 g (0.375 mol) of potassium hydroxide and 20.2 g (0.096 mol) of methyl 2-hydroxy-3-formyl-4-methoxybenzoate in 500 ml of dimethyl sulfoxide, and the mixture was stirred at room temperature for 4 hours. The mixture was subsequently stirred into 1.5 l of 3% strength aqueous hydrochloric acid and extracted with ethyl acetate. The combined organic phases were washed with water and dried, and the solvent ... Reactants: S(=S)(=O)([O-])[O-].[Na+].[Na+] (sodium thiosulfate), NC=1C(=CC(=NC1)C(=O)OCC)C (ethyl 5-amino-4-methylpyridine-2-carboxylate), II (iodine), I(=O)(=O)(=O)[O-].[Na+] (sodium periodate). Solvent: CN(C=O)C (N,N-dimethylformamide). Conditions: temperature 60 celsius, time 6 day. The product is NC=1C(=CC(=NC1I)C(=O)OCC)C (ethyl 5-amino-6-iodo-4-methylpyridine-2-carboxylate). Yield: 132.3%. RXN SMILES: [NH2:1][C:2]1[C:3]([CH3:13])=[CH:4][C:5]([C:8]([O:10][CH2:11][CH3:12])=[O:9])=[N:6][CH:7]=1.II.[I:16]([O-])(=O)(=O)=O.[Na+].S([O-])([O-])(=O)=S.[Na+].[Na+]>CN(C)C=O>[NH2:1][C:2]1[C:3]([CH3:13])=[CH:4][C:5]([C:8]([O:10][CH2:11][CH3:12])=[O:9])=[N:6][C:7]=1[I:16] |f:2.3,4.5.6|. Procedure details: A mixture of ethyl 5-amino-4-methylpyridine-2-carboxylate (2.58 g), iodine (2.91 g) and sodium periodate (1.22 g) in N,N-dimethylformamide (20 mL) was stirred at 60° C. for 6 days. The reaction mixture was cooled to room temperature. To the reaction mixture was added 1 mol/L aqueous sodium thiosulfate solution, and the resulting mixture was extracted with ethyl acetate twice. The extracts were washed with water and brine, and dried over anhydrous magnesium sulfate. The solvent was removed under ... The reactants are CC1CN(CC(N1C)=O)C(=O)OCC1=CC=CC=C1 (benzyl 3,4-dimethyl-5-oxopiperazine-1-carboxylate). The solvent is CCO (EtOH). Conditions: time 3 hour. Product: CN1C(CNCC1C)=O (1,6-Dimethylpiperazin-2-one). RXN SMILES: [CH3:1][CH:2]1[N:7]([CH3:8])[C:6](=[O:9])[CH2:5][N:4](C(OCC2C=CC=CC=2)=O)[CH2:3]1>CCO>[CH3:8][N:7]1[CH:2]([CH3:1])[CH2:3][NH:4][CH2:5][C:6]1=[O:9]. Reported procedure: A solution of benzyl 3,4-dimethyl-5-oxopiperazine-1-carboxylate (780 mg, 2.97 mmol) in EtOH was degassed and purged with nitrogen and treated with 10% palladium on carbon (78 mg). The mixture was degassed and purged with nitrogen again and placed under a balloon atmosphere of hydrogen. The reaction was stirred for 3 h at room temperature and filtered through a pad of Celite, washing with MeOH. The resulting filtrate was concentrated to an oil which was dissolved in toluene. The solution was agai... Starting materials: CSC1=N[C@H]2[C@@H](N1C(=O)OC(C)(C)C)CCCC2 (cis-3a,4,5,6,7,7a-Hexahydro-2-methylthio-benzimidazole-1-carboxylic acid, tert-butyl ester), C(C1=CC=CC=C1)N (benzylamine). Run in ClCCl (dichloromethane). Conditions: temperature 100 celsius. Product: C(C)(C)(C)OC(=O)N1C(=N[C@H]2[C@@H]1CCCC2)NCC2=CC=CC=C2 (2-(Benzylamino)-cis-3a,4,5,6,7,7a-hexahydro-1H-benzimidazol-1-carboxylic acid tert-butyl ester). Yield: 84.9%. RXN SMILES: CS[C:3]1[N:7]([C:8]([O:10][C:11]([CH3:14])([CH3:13])[CH3:12])=[O:9])[C@H:6]2[CH2:15][CH2:16][CH2:17][CH2:18][C@H:5]2[N:4]=1.[CH2:19]([NH2:26])[C:20]1[CH:25]=[CH:24][CH:23]=[CH:22][CH:21]=1>ClCCl>[C:11]([O:10][C:8]([N:7]1[C@H:6]2[CH2:15][CH2:16][CH2:17][CH2:18][C@H:5]2[N:4]=[C:3]1[NH:26][CH2:19][C:20]1[CH:25]=[CH:24][CH:23]=[CH:22][CH:21]=1)=[O:9])([CH3:14])([CH3:13])[CH3:12]. Reported procedure: A mixture of intermediate 76 (200 mg, 0.0.740 mmol), benzylamine (0.5 mL, 4.6 mmol) is heated at 100° C. (reaction block) overnight. The reaction mixture is cooled to RT. The reaction mixture is diluted with dichloromethane, washed with 0.1N HCl, and brine. The solvent is evaporated, and the residue triturated with EtOAc, and the insoluble material filtered to give 207 mg of the product 189. 1H NMR (CDCl3) δ 8.56 (s, 1 H), 7.50-7.20 (m, 5 H), 5.15-4.95 (m, 2 H), 4.35-4.05 (m, 2 H), 2.85-2.55 (m,... Reactants: C=CCBr, [K+], [K+], O=C([O-])[O-], CN(C)C=O, O, Cc1nc2cccc(O)c2s1. The product is C=CCOc1cccc2nc(C)sc12. Reaction SMILES: [CH2:18]([CH:19]=[CH2:20])[Br:21].[K+:12].[K+:13].[O-:14][C:15]([O-:16])=[O:17].[O:23]=[CH:24][N:25]([CH3:26])[CH3:27].[OH2:22].[OH:1][c:2]1[cH:3][cH:4][cH:5][c:6]2[n:7][c:8]([CH3:11])[s:9][c:10]12>>[O:1]([c:2]1[cH:3][cH:4][cH:5][c:6]2[n:7][c:8]([CH3:11])[s:9][c:10]12)[CH2:20][CH:19]=[CH2:18].